From a dataset of the Open Reaction Database (ORD), a public repository of structured organic reaction records. describe an organic reaction: reactants, conditions, products, and yield Reactants: ice, NC=1C=CC(=C(C(=O)O)C1)Cl (5-amino-2-chlorobenzoic acid), CN(C)C=O (DMF), TEA, [BH4-].[Na+] (NaBH4), O (water), ClC(=O)OCC(C)C (isobutyl chloroformate), O (water). Run at temperature -15 celsius, time 30 minute. The product is ClC1=C(CO)C=C(C=C1)NC(=O)OC(C)(C)C (2-Chloro-5-(Boc-amino)benzyl alcohol). Isolated yield 87.0%. Reaction SMILES: NC1[CH:3]=[CH:4][C:5]([Cl:11])=[C:6]([CH:10]=1)[C:7]([OH:9])=O.C[N:13]([CH:15]=[O:16])[CH3:14].ClC(O[CH2:21][CH:22]([CH3:24])[CH3:23])=O.[BH4-].[Na+].[OH2:27]>>[Cl:11][C:5]1[CH:4]=[CH:3][C:14]([NH:13][C:15]([O:16][C:22]([CH3:24])([CH3:23])[CH3:21])=[O:27])=[CH:10][C:6]=1[CH2:7][OH:9] |f:3.4|. Procedure: To an ice-cold solution of 5-amino-2-chlorobenzoic acid (9.0 g; 33 mmol) in THB:DMF (200 mL; 1:1) was added TEA (4.0 g; 40 mmol), followed by isobutyl chloroformate (5.4 g; 40 mmol; added dropwise). The mixture was then stirred for another 30 minutes, the white precipitate formed was removed by filtration, the filtrate was cooled to −15° C., and NaBH4 (3.8 g; 100 mmol) and water (20 mL) were added. After 15 minutes, water (200 mL) was added and the solution was stirred at room temperature for 1 ... Reactants: C(C)(C)(C)C=CC1=CC=CC=C1 (tert-butyl styrene), C(C)(C)(C)O (tert butanol), O (water), S(=O)([O-])[O-].[Na+].[Na+] (sodium sulfite). The product is C(C)(C)(C)C1=CC=C(C=C1)C(CO)O ((4-tert-butylphenyl) ethane 1,2 diol). As a reaction SMILES: [C:1](O)([CH3:4])([CH3:3])[CH3:2].C([CH:10]=[CH:11][C:12]1[CH:17]=[CH:16][CH:15]=[CH:14][CH:13]=1)(C)(C)C.S([O-])([O-])=[O:19].[Na+].[Na+].[OH2:24]>>[C:1]([C:15]1[CH:14]=[CH:13][C:12]([CH:11]([OH:19])[CH2:10][OH:24])=[CH:17][CH:16]=1)([CH3:4])([CH3:3])[CH3:2] |f:2.3.4|. Reported procedure: To a 100 ml round bottom flask is added 20 ml tert butanol, 20 ml of water and 5.6 g of AD-mix-P. The solution is stirred and cooled to 0° C. tert-butyl styrene (0.64 g, 4 mmol) is added to the mixture and the resulting solution is stirred overnight at 0 C. Solid sodium sulfite (6 g) is added and the mixture stirred for an additional 30 minutes. The solution is then extracted in ethyl acetate, washed with water and dried. The crude is then purified by flash chromatography (silica gel; ethyl acet...